From a dataset of the Open Reaction Database (ORD), a public repository of structured organic reaction records. describe an organic reaction: reactants, conditions, products, and yield Reactants: COCOC1=CC2=C(C(C(CO2)C2=CC=C(C=C2)OCOC)=O)C=C1 (7-Methoxymethyloxy-3-[4-(methoxymethyloxy)phenyl]-2,3-dihydro-benzopyran-4-one), C[Si](C)(C)OC1=CC(=CC=C1)Br (3-bromophenyl trimethylsilyl ether), [Mg] (magnesium). The solvent is O1CCCC1 (tetrahydrofuran), O1CCCC1 (tetrahydrofuran). Run at temperature -78 celsius, time 1 hour. Product: 3-bromomagnesium phenyl trimethylsilyl ether, OC=1C=C(C=CC1)C1(C(COC2=C1C=CC(=C2)OCOC)C2=CC=C(C=C2)OCOC)O (4-(3-hydroxyphenyl)-4-hydroxy-7-methoxymethyloxy-3-[4-(methoxymethyloxy)phenyl]-2,3-dihydro-4H-benzopyran). Isolated yield 92.2%. As a reaction SMILES: C[Si]([O:5][C:6]1[CH:11]=[CH:10][CH:9]=[C:8](Br)[CH:7]=1)(C)C.[Mg].[CH3:14][O:15][CH2:16][O:17][C:18]1[CH:38]=[CH:37][C:21]2[C:22](=[O:36])[CH:23]([C:26]3[CH:31]=[CH:30][C:29]([O:32][CH2:33][O:34][CH3:35])=[CH:28][CH:27]=3)[CH2:24][O:25][C:20]=2[CH:19]=1>O1CCCC1>[OH:5][C:6]1[CH:7]=[C:8]([C:22]2([OH:36])[C:21]3[CH:37]=[CH:38][C:18]([O:17][CH2:16][O:15][CH3:14])=[CH:19][C:20]=3[O:25][CH2:24][CH:23]2[C:26]2[CH:31]=[CH:30][C:29]([O:32][CH2:33][O:34][CH3:35])=[CH:28][CH:27]=2)[CH:9]=[CH:10][CH:11]=1. Reported procedure: Under nitrogen atmosphere 3-bromomagnesium phenyl trimethylsilyl ether was prepared from 3-bromophenyl trimethylsilyl ether (629 mg, 2.1 mmol) and magnesium turning (52 mg, 2.1 mmol) in dry tetrahydrofuran (1.5 ml) and then cooled to -78° C. 7-Methoxymethyloxy-3-[4-(methoxymethyloxy)phenyl]-2,3-dihydro-benzopyran-4-one (250 mg, 0.7 mmol) dissolved in dry tetrahydrofuran (2 ml) was slowly added dropwise thereto and then stirred for one hour. The reaction solution was quenched with saturated aqueo... Procedure: To a solution of 1-methyl-4-iodopyrazole (208 g, 1 mol) and phenylacetylene (112 g, 1.1 mol) in diisopropylamine (2 l) are added, under nitrogen, copperiodide (2 g), triphenylphosphine (0.1 g) and bis-(triphenylphosphine) palladiumdichloride (0.5 g). The mixture is kept during 3 hours at ca. +35° C. and then heated for 1 hour at +90° C. The cooled reaction mixture is diluted with ethyl acetate and filtrated. Concentration of the filtrate and distillation yields the title compound: b.p. 116°-118°... The product is CN1N=CC(=C1)C#CC1=CC=CC=C1 (1-Methyl-4-phenylethinylpyrazole). The reactants are CN1N=CC(=C1)I (1-methyl-4-iodopyrazole), C1(=CC=CC=C1)C#C (phenylacetylene), C1(=CC=CC=C1)P(C1=CC=CC=C1)C1=CC=CC=C1 (triphenylphosphine). Conditions: time 3 hour. The reagents and catalysts are [Pd](Cl)Cl.C1(=CC=CC=C1)P(C1=CC=CC=C1)C1=CC=CC=C1.C1(=CC=CC=C1)P(C1=CC=CC=C1)C1=CC=CC=C1 (bis-(triphenylphosphine) palladiumdichloride), [Cu](I)I (copperiodide). Reaction SMILES: [CH3:1][N:2]1[CH:6]=[C:5](I)[CH:4]=[N:3]1.[C:8]1([C:14]#[CH:15])[CH:13]=[CH:12][CH:11]=[CH:10][CH:9]=1.C1(P(C2C=CC=CC=2)C2C=CC=CC=2)C=CC=CC=1>C(NC(C)C)(C)C.C(OCC)(=O)C.[Cu](I)I.[Pd](Cl)Cl.C1(P(C2C=CC=CC=2)C2C=CC=CC=2)C=CC=CC=1.C1(P(C2C=CC=CC=2)C2C=CC=CC=2)C=CC=CC=1>[CH3:1][N:2]1[CH:6]=[C:5]([C:15]#[C:14][C:8]2[CH:13]=[CH:12][CH:11]=[CH:10][CH:9]=2)[CH:4]=[N:3]1 |f:6.7.8|. The solvent is C(C)(=O)OCC (ethyl acetate), C(C)(C)NC(C)C (diisopropylamine). Yields the product COc1ccc(C2(CF)CCC(=O)CC2)cc1OC1CCCC1. Starting materials: COc1ccc(C2(CF)CCC(OC)(OC)CC2)cc1OC1CCCC1, CCOC(C)=O, COc1ccc(C2(CF)CCC(=O)CC2)cc1OC1CCCC1, Cl. RXN SMILES: [CH3:1][O:2][C:3]1([O:25][CH3:26])[CH2:4][CH2:5][C:6]([CH2:9][F:10])([c:11]2[cH:12][c:13]([O:19][CH:20]3[CH2:21][CH2:22][CH2:23][CH2:24]3)[c:14]([O:17][CH3:18])[cH:15][cH:16]2)[CH2:7][CH2:8]1.[CH3:51][CH2:52][O:53][C:54](=[O:55])[CH3:56].[CH:27]1([O:28][c:29]2[cH:30][c:31]([C:32]3([CH2:33][F:34])[CH2:35][CH2:36][C:37](=[O:38])[CH2:39][CH2:40]3)[cH:41][cH:42][c:43]2[O:44][CH3:45])[CH2:46][CH2:47][CH2:48][CH2:49]1.[ClH:50]>>[O:2]=[C:3]1[CH2:4][CH2:5][C:6]([CH2:9][F:10])([c:11]2[cH:12][c:13]([O:19][CH:20]3[CH2:21][CH2:22][CH2:23][CH2:24]3)[c:14]([O:17][CH3:18])[cH:15][cH:16]2)[CH2:7][CH2:8]1. The product is FC(C(=O)O)(F)F.BrC1=CC=C(C=C1)[C@H]1[C@@H](C1)N (Trans-[2-(4-bromophenyl)cyclopropyl]amine trifluoroacetic acid salt). Run in C(Cl)Cl (DCM). Reaction SMILES: [Br:1][C:2]1[CH:7]=[CH:6][C:5]([C@@H:8]2[CH2:10][C@H:9]2[NH:11]C(=O)OC(C)(C)C)=[CH:4][CH:3]=1.[C:19]([OH:25])([C:21]([F:24])([F:23])[F:22])=[O:20]>C(Cl)Cl>[F:22][C:21]([F:24])([F:23])[C:19]([OH:25])=[O:20].[Br:1][C:2]1[CH:3]=[CH:4][C:5]([C@@H:8]2[CH2:10][C@H:9]2[NH2:11])=[CH:6][CH:7]=1 |f:3.4|. Procedure details: A solution of racemic trans-1,1-dimethylethyl [2-(4-bromophenyl)cyclopropyl]carbamate (Intermediate 4) (1.25 g) in 71.5 mL of DCM was cooled to 0° C. TFA (17 mL) was added dropwise and the solution was stirred at this temperature for 1 h. Then the mixture was evaporated in vacuo to obtain 1.83 g of title material as a yellow solid which was used without further purification in the next step. Reaction conditions: time 1 hour. Starting materials: BrC1=CC=C(C=C1)[C@H]1[C@@H](C1)NC(OC(C)(C)C)=O (racemic trans-1,1-dimethylethyl [2-(4-bromophenyl)cyclopropyl]carbamate), BrC1=CC=C(C=C1)[C@H]1[C@@H](C1)NC(OC(C)(C)C)=O (racemic trans-1,1-dimethylethyl [2-(4-bromophenyl)cyclopropyl]carbamate), C(=O)(C(F)(F)F)O (TFA). Reactants: CCc1nc2c(F)ccc(OCC(=O)OC)c2c(OC(F)F)c1Cc1ccc(NC(=O)OC(C)(C)C)cc1, ClCCl, O=C(O)C(F)(F)F. The product is CCc1nc2c(F)ccc(OCC(=O)OC)c2c(OC(F)F)c1Cc1ccc(N)cc1. Reaction SMILES: [CH3:1][O:2][C:3]([CH2:4][O:5][c:6]1[c:7]2[c:8]([O:34][CH:35]([F:36])[F:37])[c:9]([CH2:19][c:20]3[cH:21][cH:22][c:23]([NH:26][C:27]([O:28][C:29]([CH3:30])([CH3:31])[CH3:32])=[O:33])[cH:24][cH:25]3)[c:10]([CH2:17][CH3:18])[n:11][c:12]2[c:13]([F:16])[cH:14][cH:15]1)=[O:38].[Cl:46][CH2:47][Cl:48].[OH:39][C:40]([C:41]([F:42])([F:43])[F:44])=[O:45]>>[CH3:1][O:2][C:3]([CH2:4][O:5][c:6]1[c:7]2[c:8]([O:34][CH:35]([F:36])[F:37])[c:9]([CH2:19][c:20]3[cH:21][cH:22][c:23]([NH2:26])[cH:24][cH:25]3)[c:10]([CH2:17][CH3:18])[n:11][c:12]2[c:13]([F:16])[cH:14][cH:15]1)=[O:38]. Reactants: CCC(O)(C=Cc1ccc(C(CC)(CC)c2ccc(-c3cncc(CC(=O)OC)c3)c(C)c2)cc1C)CC, CO, [Cl-], [NH4+], [Na+], [OH-]. Product: CCC(O)(C=Cc1ccc(C(CC)(CC)c2ccc(-c3cncc(CC(=O)O)c3)c(C)c2)cc1C)CC. Reaction SMILES: [CH3:3][O:4][C:5]([CH2:6][c:7]1[cH:8][n:9][cH:10][c:11](-[c:13]2[c:14]([CH3:39])[cH:15][c:16]([C:19]([CH2:20][CH3:21])([c:22]3[cH:23][c:24]([CH3:36])[c:25]([CH:28]=[CH:29][C:30]([CH2:31][CH3:32])([OH:33])[CH2:34][CH3:35])[cH:26][cH:27]3)[CH2:37][CH3:38])[cH:17][cH:18]2)[cH:12]1)=[O:40].[CH3:43][OH:44].[Cl-:41].[NH4+:42].[Na+:2].[OH-:1]>>[O:4]=[C:5]([CH2:6][c:7]1[cH:8][n:9][cH:10][c:11](-[c:13]2[c:14]([CH3:39])[cH:15][c:16]([C:19]([CH2:20][CH3:21])([c:22]3[cH:23][c:24]([CH3:36])[c:25]([CH:28]=[CH:29][C:30]([CH2:31][CH3:32])([OH:33])[CH2:34][CH3:35])[cH:26][cH:27]3)[CH2:37][CH3:38])[cH:17][cH:18]2)[cH:12]1)[OH:40]. The product is CN1C(=NC=C1)COC1=NC=C(C(=O)O)C=C1 (6-[(1-methyl-1 H-imidazol-2-yl)methoxy]nicotinic acid). As a reaction SMILES: Cl[C:2]1[CH:12]=[CH:11][C:5]([C:6]([O:8]CC)=[O:7])=[CH:4][N:3]=1.[CH3:13][N:14]1[CH:18]=[CH:17][N:16]=[C:15]1[CH2:19][OH:20]>>[CH3:13][N:14]1[CH:18]=[CH:17][N:16]=[C:15]1[CH2:19][O:20][C:2]1[CH:12]=[CH:11][C:5]([C:6]([OH:8])=[O:7])=[CH:4][N:3]=1. Reported procedure: The title compound was synthesized as described for Intermediate example I-92 in 46% yield starting from ethyl 6-chloronicotinate and (1-methyl-1h-imidazol-2-yl)methanol; 1H NMR (400 MHz, DMSO-d6) δ ppm 8.74 (d, 1 H), 8.24 (dd, 1 H), 7.58-7.74 (m, 2 H), 7.06 (d, 1 H), 5.69 (s, 2 H), 3.92 (s, 3 H); MS (APPI/APCI) m/z 234[M+H+]. Reactants: ClC1=NC=C(C(=O)OCC)C=C1 (ethyl 6-chloronicotinate), CN1C(=NC=C1)CO ((1-methyl-1h-imidazol-2-yl)methanol). The yield is 46.0%.